Dataset: the Open Reaction Database (ORD), a public repository of structured organic reaction records. Task: describe an organic reaction: reactants, conditions, products, and yield RXN SMILES: [C:14]([OH:15])(=[O:16])[CH2:17][CH2:18][CH2:19][C:20]([CH3:21])([CH3:22])[CH3:23].[C:3]([CH2:4][CH2:5][CH2:6][C:7]([CH3:8])([CH3:9])[CH3:10])([O:12][CH3:11])=[O:13].[CH3:24][C:25](=[O:26])[c:27]1[cH:28][cH:29][cH:30][cH:31][cH:32]1.[H-:1].[Na+:2].[c:33]1([CH3:34])[c:35]([CH3:36])[cH:37][cH:38][cH:39][cH:40]1>>[C:3]([CH2:4][CH2:5][CH2:6][C:7]([CH3:8])([CH3:9])[CH3:10])(=[O:12])[CH2:24][C:25](=[O:26])[c:27]1[cH:28][cH:29][cH:30][cH:31][cH:32]1. Starting materials: CC(C)(C)CCCC(=O)O, COC(=O)CCCC(C)(C)C, CC(=O)c1ccccc1, [H-], [Na+], Cc1ccccc1C. Product: CC(C)(C)CCCC(=O)CC(=O)c1ccccc1. The reactants are CCO, [Na+], [OH-], O=C(OCc1ccccc1)c1ccc(OCc2ccccc2)cc1. Yields the product O=C(O)c1ccc(OCc2ccccc2)cc1. As a reaction SMILES: [CH3:27][CH2:28][OH:29].[Na+:26].[OH-:25].[c:1]1([CH2:7][O:8][c:9]2[cH:10][cH:11][c:12]([C:13](=[O:14])[O:15][CH2:16][c:17]3[cH:18][cH:19][cH:20][cH:21][cH:22]3)[cH:23][cH:24]2)[cH:2][cH:3][cH:4][cH:5][cH:6]1>>[c:1]1([CH2:7][O:8][c:9]2[cH:10][cH:11][c:12]([C:13](=[O:14])[OH:15])[cH:23][cH:24]2)[cH:2][cH:3][cH:4][cH:5][cH:6]1. The reactants are C([O-])([O-])=O.[Na+].[Na+] (sodium carbonate), ClC1=CC(=NC(=N1)N)NC1=CC=C(C=C1)Cl (6-chloro-N*4*-(4-chloro-phenyl)-pyrimidine-2,4-diamine), ClC=1C=CC(=C(C1)B(O)O)OC (5-chloro-2-methoxy-phenyl boronic acid), C1(=CC=CC=C1)P(C1=CC=CC=C1)C1=CC=CC=C1 (triphenylphosphine). The reagents and catalysts are C(C)(=O)[O-].[Pd+2].C(C)(=O)[O-] (palladium (II) acetate). Solvent: C(OC)COC (glyme), O (water). Reaction conditions: temperature 92.5 celsius, time 18 hour. Product: ClC=1C=CC(=C(C1)C1=CC(=NC(=N1)N)NC1=CC=C(C=C1)Cl)OC (6-(5-Chloro-2-methoxy-phenyl)-N*4*-(4-chloro-phenyl)-pyrimidine-2,4-diamine). Isolated yield 49.4%. Reaction SMILES: Cl[C:2]1[N:7]=[C:6]([NH2:8])[N:5]=[C:4]([NH:9][C:10]2[CH:15]=[CH:14][C:13]([Cl:16])=[CH:12][CH:11]=2)[CH:3]=1.[Cl:17][C:18]1[CH:19]=[CH:20][C:21]([O:27][CH3:28])=[C:22](B(O)O)[CH:23]=1.C1(P(C2C=CC=CC=2)C2C=CC=CC=2)C=CC=CC=1.C(=O)([O-])[O-].[Na+].[Na+]>O.C([O-])(=O)C.[Pd+2].C([O-])(=O)C.C(COC)OC>[Cl:17][C:18]1[CH:23]=[CH:22][C:21]([O:27][CH3:28])=[C:20]([C:2]2[N:7]=[C:6]([NH2:8])[N:5]=[C:4]([NH:9][C:10]3[CH:15]=[CH:14][C:13]([Cl:16])=[CH:12][CH:11]=3)[CH:3]=2)[CH:19]=1 |f:3.4.5,7.8.9|. Procedure: To a mixture of 6-chloro-N*4*-(4-chloro-phenyl)-pyrimidine-2,4-diamine (0.5 g, 1.96 mmol), 5-chloro-2-methoxy-phenyl boronic acid (0.73 g, 3.92 mmol), palladium (II) acetate (0.066 g, 0.294 mmol), and triphenylphosphine (0.154 g, 0.588 mmol) was added a solution of sodium carbonate (0.63 g, 5.88 mmol) dissolved in water (6 ml) followed by glyme (20 ml). The reaction mixture was stirred under an argon atmosphere at 90-95° C. for 18 hours. After cooling to room temperature, the mixture was filtere...